Dataset: the Open Reaction Database (ORD), a public repository of structured organic reaction records. Task: describe an organic reaction: reactants, conditions, products, and yield The product is C(C)(=O)N1[C@@H](CC2=CC=CC=C12)C(=O)O ((S)-N-acetyl-indoline-2-carboxylic acid). Procedure details: 1.835 kg dried (S)-N-acetyl-indoline-2-carboxylic acid-(1R,2R)-1-(4-nitrophenyl)-2-amino-1,3-propanediol salt was dosed in portions to 2.64 1 2N HCl aq (1.13 eq HCl) with heating to 60° C., followed by 30 minutes' stirring at 60-70° C. After cooling to 20° C., filtration on an FIBA, washing with 2×0.7 1 water and drying, 871 g white (S)-N-acetyl-indoline-2-carboxylic acid was obtained, corresponding to a yield of 96.5%. Enantiomeric excess=99.9% (chiral HPLC). RXN SMILES: [N+](C1C=CC([C@@H](O)[C@H](N)CO)=CC=1)([O-])=O.[C:16]([N:19]1[C:27]2[C:22](=[CH:23][CH:24]=[CH:25][CH:26]=2)[CH2:21][C@H:20]1[C:28]([OH:30])=[O:29])(=[O:18])[CH3:17].Cl>>[C:16]([N:19]1[C:27]2[C:22](=[CH:23][CH:24]=[CH:25][CH:26]=2)[CH2:21][C@H:20]1[C:28]([OH:30])=[O:29])(=[O:18])[CH3:17] |f:0.1|. Reactants: [N+](=O)([O-])C1=CC=C(C=C1)[C@H]([C@@H](CO)N)O.C(C)(=O)N1[C@@H](CC2=CC=CC=C12)C(=O)O ((S)-N-acetyl-indoline-2-carboxylic acid-(1R,2R)-1-(4-nitrophenyl)-2-amino-1,3-propanediol salt), 1, Cl (HCl). Isolated yield 96.5%. Conditions: temperature 60 celsius, time 30 minute. Reactants: CC(C)(C)OC(=O)Nc1cccc(-c2cc(=O)cc(N3CCOCC3)o2)c1, ClCCl, O=C(O)C(F)(F)F. Product: Nc1cccc(-c2cc(=O)cc(N3CCOCC3)o2)c1. Reaction SMILES: [C:1]([O:2][C:3](=[O:4])[NH:7][c:8]1[cH:9][c:10](-[c:14]2[o:15][c:16]([N:21]3[CH2:22][CH2:23][O:24][CH2:25][CH2:26]3)[cH:17][c:18](=[O:20])[cH:19]2)[cH:11][cH:12][cH:13]1)([CH3:5])([CH3:6])[CH3:27].[Cl:35][CH2:36][Cl:37].[OH:28][C:29]([C:30]([F:31])([F:32])[F:33])=[O:34]>>[NH2:7][c:8]1[cH:9][c:10](-[c:14]2[o:15][c:16]([N:21]3[CH2:22][CH2:23][O:24][CH2:25][CH2:26]3)[cH:17][c:18](=[O:20])[cH:19]2)[cH:11][cH:12][cH:13]1. Reactants: FC1=C(C=CC(=C1)F)S(=O)(=O)C (2,4-Difluoro-1-(methylsulfonyl)benzene), ClC=1C=CC(=C(C1)C(C)N)OC (1-(5-chloro-2-methoxyphenyl)ethanamine), C(C)(C)N(C(C)C)CC (N,N-diisopropylethylamine). Solvent: C(C)#N (acetonitrile). Yields the product ClC=1C=CC(=C(C1)C(C)NC1=C(C=CC(=C1)F)S(=O)(=O)C)OC (N-(1-(5-Chloro-2-methoxyphenyl)ethyl)-5-fluoro-2-(methylsulfonyl)benzenamine). The yield is 0.0%. As a reaction SMILES: F[C:2]1[CH:7]=[C:6]([F:8])[CH:5]=[CH:4][C:3]=1[S:9]([CH3:12])(=[O:11])=[O:10].[Cl:13][C:14]1[CH:15]=[CH:16][C:17]([O:23][CH3:24])=[C:18]([CH:20]([NH2:22])[CH3:21])[CH:19]=1.C(N(CC)C(C)C)(C)C>C(#N)C>[Cl:13][C:14]1[CH:15]=[CH:16][C:17]([O:23][CH3:24])=[C:18]([CH:20]([NH:22][C:2]2[CH:7]=[C:6]([F:8])[CH:5]=[CH:4][C:3]=2[S:9]([CH3:12])(=[O:11])=[O:10])[CH3:21])[CH:19]=1. Procedure details: 2,4-Difluoro-1-(methylsulfonyl)benzene (0.55 g, 2.9 mmol), 1-(5-chloro-2-methoxyphenyl)ethanamine (0.57 g, 2.9 mmol) and N,N-diisopropylethylamine (0.77 g, 5.9 mmol) were stirred at 65° C. in dry acetonitrile (20 mL) for 24 h. The solvent was evaporated and the residue was dissolved in dichloromethane and washed with water. The dichloromethane was evaporated and purified by silica chromatography in 20% ethyl acetate in hexanes to collect the title compound (0.36 mg, 35% yield). 1H NMR (400 MHz, ...